Task: describe an organic reaction: reactants, conditions, products, and yield. Dataset: the Open Reaction Database (ORD), a public repository of structured organic reaction records The reactants are C(C)N (Ethylamine), ClC=1N=CC=C2C1NC(=C2)C=O (7-Chloro-1H-pyrrolo[2,3-c]pyridine-2-carboxaldehyde), [BH4-].[Na+] (sodium borohydride). Solvent: CO (methanol). Reaction conditions: time 2 hour. The product is Cl.ClC=1N=CC=C2C1NC(=C2)CNCC (N-[(7-chloro-1H-pyrrolo[2,3-c]pyridin-2-yl)methyl]-N-ethylamine hydrochloride). The yield is 42.0%. As a reaction SMILES: [Cl:1][C:2]1[N:3]=[CH:4][CH:5]=[C:6]2[CH:10]=[C:9]([CH:11]=O)[NH:8][C:7]=12.[CH2:13]([NH2:15])[CH3:14].[BH4-].[Na+]>CO>[ClH:1].[Cl:1][C:2]1[N:3]=[CH:4][CH:5]=[C:6]2[CH:10]=[C:9]([CH2:11][NH:15][CH2:13][CH3:14])[NH:8][C:7]=12 |f:2.3,5.6|. Procedure: 7-Chloro-1H-pyrrolo[2,3-c]pyridine-2-carboxaldehyde (Example 138) (75 mg, 0.42 mmol) was dissolved in methanol (3 mL). Ethylamine (0.23 mL, 2 M in tetrahydrofuran) was added. After 2 h, sodium borohydride (25 mg, 0.67 mmol) was added. After an additional 2 h, the reaction mixture was quenched by addition of 5% aqueous sodium bicarbonate. The reaction mixture was extracted with diethyl ether, dried (magnesium sulfate), and evaporated to dryness (50 mg, 52% crude). The crude material was dissolved... Reactants: FC1=C(C=C(OC2=CC=C(C=C2)C2=CC(=CN3C2=NS(CC3)(=O)=O)C)C=C1)OC (9-[4-(4-fluoro-3-methoxyphenoxy)phenyl]-7-methyl-3,4-dihydropyrido[2,1-c][1,2,4]thiadiazine 2,2-dioxide). The reagents and catalysts are [Pt](=O)=O (Platinum(IV) oxide). The solvent is C1CCOC1 (THF), CO (MeOH). Reaction conditions: time 3 hour. Yields the product FC1=C(C=C(OC2=CC=C(C=C2)C2CC(CN3C2=NS(CC3)(=O)=O)C)C=C1)OC (9-[4-(4-fluoro-3-methoxyphenoxy)phenyl]-7-methyl-3,4,6,7,8,9-hexahydropyrido[2,1-c][1,2,4]thiadiazine 2,2-dioxide). The yield is 7.5%. Reaction SMILES: [F:1][C:2]1[CH:27]=[CH:26][C:5]([O:6][C:7]2[CH:12]=[CH:11][C:10]([C:13]3[C:18]4=[N:19][S:20](=[O:24])(=[O:23])[CH2:21][CH2:22][N:17]4[CH:16]=[C:15]([CH3:25])[CH:14]=3)=[CH:9][CH:8]=2)=[CH:4][C:3]=1[O:28][CH3:29]>C1COCC1.CO.[Pt](=O)=O>[F:1][C:2]1[CH:27]=[CH:26][C:5]([O:6][C:7]2[CH:8]=[CH:9][C:10]([CH:13]3[C:18]4=[N:19][S:20](=[O:24])(=[O:23])[CH2:21][CH2:22][N:17]4[CH2:16][CH:15]([CH3:25])[CH2:14]3)=[CH:11][CH:12]=2)=[CH:4][C:3]=1[O:28][CH3:29]. Procedure details: Platinum(IV) oxide (30 mg) was added to a solution of 9-[4-(4-fluoro-3-methoxyphenoxy)phenyl]-7-methyl-3,4-dihydropyrido[2,1-c][1,2,4]thiadiazine 2,2-dioxide (400 mg) in THF (dry) (15 mL) and MeOH (15 mL). The mixture was stirred at room temperature under hydrogen for 3 hr. Activated carbon was added and the insoluble solid was removed by filtration through silica gel/Celite pad (eluted with EtOAc). Platinum(IV) oxide (30 mg) was added and the mixture was stirred at room temperature under hydrog...